From a dataset of the Open Reaction Database (ORD), a public repository of structured organic reaction records. describe an organic reaction: reactants, conditions, products, and yield Starting materials: CC1(CCC(C2=CC=CC=C12)O)C (1,2,3,4-tetrahydro-4,4-dimethyl-1-naphthol). Solvent: C(C(=O)O)(=O)O (oxalic acid), O (water). The product is CC1(CC=CC2=CC=CC=C12)C (1,2-dihydro-1,1-dimethylnaphthalene). As a reaction SMILES: [CH3:1][C:2]1([CH3:13])[C:11]2[C:6](=[CH:7][CH:8]=[CH:9][CH:10]=2)[CH:5](O)[CH2:4][CH2:3]1>C(O)(=O)C(O)=O.O>[CH3:1][C:2]1([CH3:13])[C:11]2[C:6](=[CH:7][CH:8]=[CH:9][CH:10]=2)[CH:5]=[CH:4][CH2:3]1. Reported procedure: A mixture of 1,2,3,4-tetrahydro-4,4-dimethyl-1-naphthol (9.6 g, 54.5 mmoles) in 20% aqueous oxalic acid was stirred and heated to reflux for 5 hours. After cooling, the reaction mixture was diluted with one volume of water and then extracted with one volume of ether. The aqueous layer was extracted again with one volume of ethyl acetate and the combined organic phases were dried over magnesium sulfate, filtered, and evaporated under reduced pressure to leave an oil which was purified using silic... The reactants are C(C)(C)(C)OC(=O)N[C@H](COC(C(C)(C)C)=O)CSCC1=CC=C(C=C1)OC (2,2-Dimethylpropionic acid (R)-2-t-butoxycarbonylamino-3-(4-methoxy-benzylsulfanyl)-propyl ester), Cl.O1CCOCC1 (hydrochloric acid 1,4-dioxane). Solvent: ClCCl (dichloromethane). Conditions: time 8 hour. Product: N[C@H](COC(C(C)(C)C)=O)CSCC1=CC=C(C=C1)OC (2,2-Dimethyl-propionic acid (R)-2-amino-3-(4-methoxy-benzylsulfanyl)-propyl ester). The yield is 111.4%. RXN SMILES: C(OC([NH:8][C@@H:9]([CH2:18][S:19][CH2:20][C:21]1[CH:26]=[CH:25][C:24]([O:27][CH3:28])=[CH:23][CH:22]=1)[CH2:10][O:11][C:12](=[O:17])[C:13]([CH3:16])([CH3:15])[CH3:14])=O)(C)(C)C.Cl.O1CCOCC1>ClCCl>[NH2:8][C@@H:9]([CH2:18][S:19][CH2:20][C:21]1[CH:26]=[CH:25][C:24]([O:27][CH3:28])=[CH:23][CH:22]=1)[CH2:10][O:11][C:12](=[O:17])[C:13]([CH3:16])([CH3:15])[CH3:14] |f:1.2|. Procedure: 2,2-Dimethyl-propionic acid (R)-2-t-butoxycarbonylamino-3-(4-methoxy-benzylsulfanyl)-propyl ester (81 g, 196 mmol) prepared in Step D was dissolved in dichloromethane (300 mL). 4N hydrochloric acid/1,4-dioxane solution (100 mL) was added thereto, and the mixture was stirred for 8 h at room temperature. After completion of the reaction, the solvent was thoroughly removed under reduced pressure. The residue was recrystallized from diethylether, and dried to give the title compound (68 g, Yield 95%... The reactants are [Al+3], C1CCOC1, N#CC1(c2ccc(OCC3CN(C4CCC4)C3)cc2)CCOCC1, [H-], [H-], [H-], [H-], [Li+], [Na+], [OH-], O. Yields the product NCC1(c2ccc(OCC3CN(C4CCC4)C3)cc2)CCOCC1. As a reaction SMILES: [Al+3:26].[CH2:34]1[O:35][CH2:36][CH2:37][CH2:38]1.[CH:1]1([N:5]2[CH2:6][CH:7]([CH2:9][O:10][c:11]3[cH:12][cH:13][c:14]([C:17]4([C:23]#[N:24])[CH2:18][CH2:19][O:20][CH2:21][CH2:22]4)[cH:15][cH:16]3)[CH2:8]2)[CH2:2][CH2:3][CH2:4]1.[H-:25].[H-:28].[H-:29].[H-:30].[Li+:27].[Na+:33].[OH-:32].[OH2:31]>>[CH:1]1([N:5]2[CH2:6][CH:7]([CH2:9][O:10][c:11]3[cH:12][cH:13][c:14]([C:17]4([CH2:23][NH2:24])[CH2:18][CH2:19][O:20][CH2:21][CH2:22]4)[cH:15][cH:16]3)[CH2:8]2)[CH2:2][CH2:3][CH2:4]1. Reactants: COC=1C=C(C=CC1)C1CC(C1)NO (3-(3-methoxyphenyl)cyclobutylhydroxylamine), C(C)(=O)Cl (acetyl chloride), N,N-dimethylaminopyridine, COC=1C=C(C=O)C=CC1 (3-methoxybenzaldehyde), FC1=CC=C(OC=2C=C(C=O)C=CC2)C=C1 (3-(4-fluorophenoxy)benzaldehyde). The solvent is C(C)N(CC)CC (triethylamine), C(Cl)Cl (CH2Cl2). Product: C(C)(=O)ON(C(C)=O)C1CC(C1)C1=CC(=CC=C1)OC (N-acetoxy-N-[3-(3-methoxyphenyl)cyclobutyl]-acetamide). RXN SMILES: [CH3:1][O:2][C:3]1[CH:4]=[C:5]([CH:9]2[CH2:12][CH:11]([NH:13][OH:14])[CH2:10]2)[CH:6]=[CH:7][CH:8]=1.C[O:16][C:17]1C=C(C=C[CH:24]=1)C=O.FC1C=C[C:29]([O:30]C2C=C(C=CC=2)C=O)=[CH:28]C=1.C(Cl)(=O)C>C(Cl)Cl.C(N(CC)CC)C>[C:17]([O:14][N:13]([CH:11]1[CH2:10][CH:9]([C:5]2[CH:6]=[CH:7][CH:8]=[C:3]([O:2][CH3:1])[CH:4]=2)[CH2:12]1)[C:29](=[O:30])[CH3:28])(=[O:16])[CH3:24]. Procedure details: To a solution of 3-(3-methoxyphenyl)cyclobutylhydroxylamine (34.8 mmol), prepared according to the procedure described in Example 1 substituting 3-methoxybenzaldehyde for 3-(4-fluorophenoxy)benzaldehyde, in CH2Cl2 (150 mL) at 0° C., was added acetyl chloride (8.20 g, 104.4 mmol) followed by the dropwise addition of triethylamine and a few crystals of N,N-dimethylaminopyridine. The cooling bath was withdrawn and the reaction allowed to warm to ambient temperature. It was then diluted with brine (... The product is Br.C1(=CC=CC=C1)C1=NN2C(C=CC=C2)=C1C=CC(=O)N1[C@H](CCCC1)CC ((2S)-1-[3-(2-phenylpyrazolo[1,5-a]pyridin-3-yl)acryloyl]-2-ethylpiperidine.hydrobromide). Reaction SMILES: [C:1]1([C:7]2[C:15]([CH:16]=[CH:17][C:18]([N:20]3[CH2:25][CH2:24][CH2:23][CH2:22][C@@H:21]3[CH2:26][CH3:27])=[O:19])=[C:10]3[CH:11]=[CH:12][CH:13]=[CH:14][N:9]3[N:8]=2)[CH:6]=[CH:5][CH:4]=[CH:3][CH:2]=1.[BrH:28]>>[BrH:28].[C:1]1([C:7]2[C:15]([CH:16]=[CH:17][C:18]([N:20]3[CH2:25][CH2:24][CH2:23][CH2:22][C@@H:21]3[CH2:26][CH3:27])=[O:19])=[C:10]3[CH:11]=[CH:12][CH:13]=[CH:14][N:9]3[N:8]=2)[CH:2]=[CH:3][CH:4]=[CH:5][CH:6]=1 |f:2.3|. The reactants are C1(=CC=CC=C1)C1=NN2C(C=CC=C2)=C1C=CC(=O)N1[C@H](CCCC1)CC ((2S)-1-[3-(2-phenylpyrazolo[1,5-a]pyridin-3-yl)-acryloyl]-2-ethylpiperidine), Br (hydrobromic acid). Procedure: (2S)-1-[3-(2-phenylpyrazolo[1,5-a]pyridin-3-yl)-acryloyl]-2-ethylpiperidine (trans isomer) (2.11 g) was converted to hydrobromic acid salt in a usual manner. The crystals were recrystallized from a mixture of ethyl acetate and acetone to give yellow crystals of (2S)-1-[3-(2-phenylpyrazolo[1,5-a]pyridin-3-yl)acryloyl]-2-ethylpiperidine.hydrobromide (trans isomer) (1.75 g). Reactants: N#Cc1ccc2c(c1)CC(=O)c1ccccc1S2, CN1CCNCC1, Cc1ccccc1, [NH4+], [OH-]. Yields the product CN1CCN(C2=Cc3cc(C#N)ccc3Sc3ccccc32)CC1. Reaction SMILES: [C:1](#[N:2])[c:3]1[cH:4][c:5]2[c:6]([cH:17][cH:18]1)[S:7][c:8]1[c:9]([cH:13][cH:14][cH:15][cH:16]1)[C:10](=[O:12])[CH2:11]2.[CH3:19][N:20]1[CH2:21][CH2:22][NH:23][CH2:24][CH2:25]1.[CH3:28][c:29]1[cH:30][cH:31][cH:32][cH:33][cH:34]1.[NH4+:27].[OH-:26]>>[C:1](#[N:2])[c:3]1[cH:4][c:5]2[c:6]([cH:17][cH:18]1)[S:7][c:8]1[c:9]([cH:13][cH:14][cH:15][cH:16]1)[C:10]([N:23]1[CH2:22][CH2:21][N:20]([CH3:19])[CH2:25][CH2:24]1)=[CH:11]2.